Dataset: the Open Reaction Database (ORD), a public repository of structured organic reaction records. Task: describe an organic reaction: reactants, conditions, products, and yield Yield: 92.5%. Solvent: C(C)O (ethanol). RXN SMILES: [C:1]([C:3]1[CH:8]=[CH:7][CH:6]=[CH:5][C:4]=1[C:9]1[CH:14]=[CH:13][C:12]([CH2:15][NH2:16])=[CH:11][CH:10]=1)#[N:2].[C:17]([NH:22][N:23]=[C:24](OCC)[CH2:25][CH2:26][CH2:27][CH3:28])(OCC)=[O:18]>C(O)C>[CH2:25]([C:24]1[N:16]([CH2:15][C:12]2[CH:11]=[CH:10][C:9]([C:4]3[CH:5]=[CH:6][CH:7]=[CH:8][C:3]=3[C:1]#[N:2])=[CH:14][CH:13]=2)[C:17](=[O:18])[NH:22][N:23]=1)[CH2:26][CH2:27][CH3:28]. Reaction conditions: temperature 50 celsius, time 3 hour. The reactants are C(#N)C1=C(C=CC=C1)C1=CC=C(C=C1)CN ([(2'-cyanobiphenyl-4-yl)methyl]amine), C(=O)(OCC)NN=C(CCCC)OCC (Ethyl Valerate Carbethoxyhydrazone). Reported procedure: A mixture of 400 mg (1.923 mmole) of [(2'-cyanobiphenyl-4-yl)methyl]amine, 457 mg (2.12 mmole) of ethyl valerimidate carbethoxyhydrazone (from Example 2, Step A), and 7 mL of ethanol was stirred under N2 in an oil bath at 50° C. for 3 hours and then at 80° C. for 2 days. The mixture was cooled and concentrated. The residue, re-concentrated from toluene, was flash chromatographed over silica gel (gradient elution with 1.5-5% methanol in CH2Cl2) to give 591 mg (93%) of desired product, homogeneous... The product is C(CCC)C=1N(C(NN1)=O)CC1=CC=C(C=C1)C1=C(C=CC=C1)C#N (5-n-Butyl-4-[(2'-cyanobiphenyl-4-yl)methyl]-2,4-dihydro-3H-1,2,4-triazol-3-one). Reaction conditions: temperature 110 celsius, time 12 hour. Procedure details: A mixture of ethyl 4-[2,4-dichloro-7-(1-ethylpropyl)-1H-benzimidazol-1-yl]butanoate (Reference Example 33; 7.40 g, 20.0 mmol) and sodium azide (2.60 g, 40.0 mmol) in 1-methyl-2-pyrrolidinone (20 mL) was stirred at 110° C. for 12 hr. After cooling, water was added to the mixture, which was extracted with ethyl acetate. Organic layer was washed with water and brine, dried over anhydrous sodium sulfate and concentrated in vacuo. The residue was purified by flash chromatography on silica gel eluting... As a reaction SMILES: Cl[C:2]1[N:6]([CH2:7][CH2:8][CH2:9][C:10]([O:12][CH2:13][CH3:14])=[O:11])[C:5]2[C:15]([CH:20]([CH2:23][CH3:24])[CH2:21][CH3:22])=[CH:16][CH:17]=[C:18]([Cl:19])[C:4]=2[N:3]=1.[N-:25]=[N+:26]=[N-:27].[Na+].O>CN1CCCC1=O>[N:25]([C:2]1[N:6]([CH2:7][CH2:8][CH2:9][C:10]([O:12][CH2:13][CH3:14])=[O:11])[C:5]2[C:15]([CH:20]([CH2:23][CH3:24])[CH2:21][CH3:22])=[CH:16][CH:17]=[C:18]([Cl:19])[C:4]=2[N:3]=1)=[N+:26]=[N-:27] |f:1.2|. Yield: 64.5%. The solvent is CN1C(CCC1)=O (1-methyl-2-pyrrolidinone). Starting materials: ClC1=NC2=C(N1CCCC(=O)OCC)C(=CC=C2Cl)C(CC)CC (Ethyl 4-[2,4-dichloro-7-(1-ethylpropyl)-1H-benzimidazol-1-yl]butanoate), [N-]=[N+]=[N-].[Na+] (sodium azide), O (water). Product: N(=[N+]=[N-])C1=NC2=C(N1CCCC(=O)OCC)C(=CC=C2Cl)C(CC)CC (Ethyl 4-[2-azido-4-chloro-7-(1-ethylpropyl)-1H-benzimidazol-1-yl]butanoate).